From a dataset of the Open Reaction Database (ORD), a public repository of structured organic reaction records. describe an organic reaction: reactants, conditions, products, and yield The reactants are O=C([O-])[O-], C1COCCO1, [Cu]I, FC(F)(F)c1n[nH]c2c1CCCC2, COC(=O)c1ccc(I)cc1, [K+], [K+], NC1CCCCC1N. RXN SMILES: [C:33](=[O:34])([O-:35])[O-:36].[CH2:39]1[O:40][CH2:41][CH2:42][O:43][CH2:44]1.[Cu:45][I:46].[F:12][C:13]([c:14]1[n:15][nH:16][c:17]2[c:22]1[CH2:21][CH2:20][CH2:19][CH2:18]2)([F:23])[F:24].[I:1][c:2]1[cH:3][cH:4][c:5]([C:6](=[O:7])[O:8][CH3:9])[cH:10][cH:11]1.[K+:37].[K+:38].[NH2:25][CH:26]1[CH2:27][CH2:28][CH2:29][CH2:30][CH:31]1[NH2:32]>>[c:2]1(-[n:16]2[n:15][c:14]([C:13]([F:12])([F:23])[F:24])[c:22]3[c:17]2[CH2:18][CH2:19][CH2:20][CH2:21]3)[cH:3][cH:4][c:5]([C:6](=[O:7])[O:8][CH3:9])[cH:10][cH:11]1. Product: COC(=O)c1ccc(-n2nc(C(F)(F)F)c3c2CCCC3)cc1. The reactants are CCCCn1c(=O)c2[nH]cnc2n(CCCC)c1=O, ClCCl, O=[N+]([O-])c1cccc(S(=O)(=O)Cl)c1. Yields the product CCCCn1c(=O)c2c(ncn2S(=O)(=O)c2cccc([N+](=O)[O-])c2)n(CCCC)c1=O. Reaction SMILES: [CH2:1]([CH2:2][CH2:3][CH3:4])[n:5]1[c:6](=[O:19])[n:7]([CH2:15][CH2:16][CH2:17][CH3:18])[c:8]2[n:9][cH:10][nH:11][c:12]2[c:13]1=[O:14].[Cl:33][CH2:34][Cl:35].[N+:20](=[O:21])([O-:22])[c:23]1[cH:24][c:25]([S:29](=[O:30])(=[O:31])[Cl:32])[cH:26][cH:27][cH:28]1>>[CH2:1]([CH2:2][CH2:3][CH3:4])[n:5]1[c:6](=[O:19])[n:7]([CH2:15][CH2:16][CH2:17][CH3:18])[c:8]2[n:9][cH:10][n:11]([S:29]([c:25]3[cH:24][c:23]([N+:20](=[O:21])[O-:22])[cH:28][cH:27][cH:26]3)(=[O:30])=[O:31])[c:12]2[c:13]1=[O:14]. The reactants are C1CCOC1, Cc1cccc(C)c1C(=O)N1CC2CNCC2C1, CC(C)[O-], CC(C)[O-], CC(C)[O-], CC(C)[O-], ClCCl, [Na+], O=C([O-])O, CC(=O)CC(NC(=O)C1CCCC1)c1ccccc1, [Ti+4]. Yields the product Cc1cccc(C)c1C(=O)N1CC2CN(C(C)CC(NC(=O)C3CCCC3)c3ccccc3)CC2C1. Reaction SMILES: [CH2:46]1[O:47][CH2:48][CH2:49][CH2:50]1.[CH3:1][c:2]1[c:3]([C:9](=[O:10])[N:11]2[CH2:12][CH:13]3[CH2:14][NH:15][CH2:16][CH:17]3[CH2:18]2)[c:4]([CH3:8])[cH:5][cH:6][cH:7]1.[CH3:51][CH:52]([CH3:53])[O-:54].[CH3:55][CH:56]([CH3:57])[O-:58].[CH3:59][CH:60]([CH3:61])[O-:62].[CH3:63][CH:64]([CH3:65])[O-:66].[Cl:43][CH2:44][Cl:45].[Na+:42].[O-:38][C:39]([OH:40])=[O:41].[O:19]=[C:20]([CH2:21][CH:22]([c:23]1[cH:24][cH:25][cH:26][cH:27][cH:28]1)[NH:29][C:30](=[O:31])[CH:32]1[CH2:33][CH2:34][CH2:35][CH2:36]1)[CH3:37].[Ti+4:67]>>[CH3:1][c:2]1[c:3]([C:9](=[O:10])[N:11]2[CH2:12][CH:13]3[CH2:14][N:15]([CH:20]([CH2:21][CH:22]([c:23]4[cH:24][cH:25][cH:26][cH:27][cH:28]4)[NH:29][C:30](=[O:31])[CH:32]4[CH2:33][CH2:34][CH2:35][CH2:36]4)[CH3:37])[CH2:16][CH:17]3[CH2:18]2)[c:4]([CH3:8])[cH:5][cH:6][cH:7]1. Reactants: O=[O+][O-] (Ozone), C(=C)C1=CC=C(C=C1)C1(CC1)C#N (1-(4-vinylphenyl)cyclopropanecarbonitrile), C(Cl)Cl (methylene chloride). Product: C(=O)C1=CC=C(C=C1)C1(CC1)C#N (1-(4-formylphenyl)cyclopropanecarbonitrile). Run at time 8 hour. Procedure: Ozone was bubbled through a solution of 1-(4-vinylphenyl)cyclopropanecarbonitrile (1.8 g, 0.011 mol) in methylene chloride (40 mL, 0.6 mol) at −78° C. until a blue color appeared and then nitrogen was bubbled through the solution for 10 minutes. Methyl sulfide was added and the mixture was stirred overnight. The mixture was washed with water and brine successively, dried, and concentrated to give the desired product. Reaction SMILES: [O:1]=[O+][O-].[CH:4]([C:6]1[CH:11]=[CH:10][C:9]([C:12]2([C:15]#[N:16])[CH2:14][CH2:13]2)=[CH:8][CH:7]=1)=C.C(Cl)Cl>>[CH:4]([C:6]1[CH:11]=[CH:10][C:9]([C:12]2([C:15]#[N:16])[CH2:14][CH2:13]2)=[CH:8][CH:7]=1)=[O:1].